From a dataset of the Open Reaction Database (ORD), a public repository of structured organic reaction records. describe an organic reaction: reactants, conditions, products, and yield The reactants are N1(CCOCC1)C(=O)C1=CC=C2C(=CNC2=C1)C(C)=O (1-(6-(Morpholine-4-carbonyl)-1H-indol-3-yl)ethanone), C(C)(=O)O (acetic acid). The reagents and catalysts are [Pd] (Pd/C). Run in C(C)O (ethanol). Conditions: time 3 hour. Yields the product C(C)C1=CNC2=CC(=CC=C12)C(=O)N1CCOCC1 ((3-Ethyl-1H-indol-6-yl)(morpholino)methanone). RXN SMILES: [N:1]1([C:7]([C:9]2[CH:17]=[C:16]3[C:12]([C:13]([C:18](=O)[CH3:19])=[CH:14][NH:15]3)=[CH:11][CH:10]=2)=[O:8])[CH2:6][CH2:5][O:4][CH2:3][CH2:2]1.C(O)(=O)C>C(O)C.[Pd]>[CH2:18]([C:13]1[C:12]2[C:16](=[CH:17][C:9]([C:7]([N:1]3[CH2:2][CH2:3][O:4][CH2:5][CH2:6]3)=[O:8])=[CH:10][CH:11]=2)[NH:15][CH:14]=1)[CH3:19]. Procedure details: 1-(6-(Morpholine-4-carbonyl)-1H-indol-3-yl)ethanone (730 mg, 2.68 mmol) in acetic acid (1.53 ml, 26.8 mmol) and ethanol (50 ml) was hydrogenated in the presence of 10% Pd/C (285 mg, 0.27 mmol) for 72 h at room temperature, and then for 3 h at 50° C. After cooling to room temperature, the suspension was filtered over Celite and washed with ethanol. The solvent was evaporated and the residue repeatedly co-distilled with toluene and dichloromethane. White solid. Yield: 228 mg (33% of theory). HPLC-...